From a dataset of the Open Reaction Database (ORD), a public repository of structured organic reaction records. describe an organic reaction: reactants, conditions, products, and yield Starting materials: CCOc1cc(C=O)cc(OCC)c1, CCCO, [K+], N#CCC#N, [OH-]. Product: CCOc1cc(C=C(C#N)C#N)cc(OCC)c1. As a reaction SMILES: [CH2:1]([CH3:2])[O:3][c:4]1[cH:5][c:6]([CH:7]=[O:8])[cH:9][c:10]([O:12][CH2:13][CH3:14])[cH:11]1.[CH2:22]([OH:23])[CH2:24][CH3:25].[K+:21].[N:15]#[C:16][CH2:17][C:18]#[N:19].[OH-:20]>>[CH2:1]([CH3:2])[O:3][c:4]1[cH:5][c:6]([CH:7]=[C:17]([C:16]#[N:15])[C:18]#[N:19])[cH:9][c:10]([O:12][CH2:13][CH3:14])[cH:11]1. Starting materials: C([O-])([O-])=O.[Na+].[Na+] (sodium carbonate), ClC=1C=C2C(=CNC2=CC1)CCNC(C1=CC=C(C=C1)I)=O (N-(2-(5-chloro-1H-indol-3-yl)ethyl)-4-iodobenzamide), CC=1C=C(C=CC1C)B(O)O (3,4-dimethyl phenylboronic acid). The reagents and catalysts are C=1C=CC(=CC1)[P](C=2C=CC=CC2)(C=3C=CC=CC3)[Pd]([P](C=4C=CC=CC4)(C=5C=CC=CC5)C=6C=CC=CC6)([P](C=7C=CC=CC7)(C=8C=CC=CC8)C=9C=CC=CC9)[P](C=1C=CC=CC1)(C=1C=CC=CC1)C=1C=CC=CC1 (tetrakis(triphenylphosphine)palladium). Run in C(OC)COC (dimethoxyethane), O (water). The product is eluent, ClC=1C=C2C(=CNC2=CC1)CCNC(=O)C1=CC=C(C=C1)C1=CC(=C(C=C1)C)C (N-(2-(5-chloro-1H-indol-3-yl)ethyl)-3′,4′-dimethylbiphenyl-4-carboxamide). Isolated yield 67.7%. As a reaction SMILES: [Cl:1][C:2]1[CH:3]=[C:4]2[C:8](=[CH:9][CH:10]=1)[NH:7][CH:6]=[C:5]2[CH2:11][CH2:12][NH:13][C:14](=[O:22])[C:15]1[CH:20]=[CH:19][C:18](I)=[CH:17][CH:16]=1.[CH3:23][C:24]1[CH:25]=[C:26](B(O)O)[CH:27]=[CH:28][C:29]=1[CH3:30].C(=O)([O-])[O-].[Na+].[Na+]>C(COC)OC.O.C1C=CC([P]([Pd]([P](C2C=CC=CC=2)(C2C=CC=CC=2)C2C=CC=CC=2)([P](C2C=CC=CC=2)(C2C=CC=CC=2)C2C=CC=CC=2)[P](C2C=CC=CC=2)(C2C=CC=CC=2)C2C=CC=CC=2)(C2C=CC=CC=2)C2C=CC=CC=2)=CC=1>[Cl:1][C:2]1[CH:3]=[C:4]2[C:8](=[CH:9][CH:10]=1)[NH:7][CH:6]=[C:5]2[CH2:11][CH2:12][NH:13][C:14]([C:15]1[CH:20]=[CH:19][C:18]([C:26]2[CH:27]=[CH:28][C:29]([CH3:30])=[C:24]([CH3:23])[CH:25]=2)=[CH:17][CH:16]=1)=[O:22] |f:2.3.4,^1:50,52,71,90|. Procedure details: N-(2-(5-chloro-1H-indol-3-yl)ethyl)-3′,4′-dimethylbiphenyl-4-carboxamide was prepared according to method B with N-(2-(5-chloro-1H-indol-3-yl)ethyl)-4-iodobenzamide (0.075 g; 0.176 mmol), 3,4-dimethyl phenylboronic acid (0.028 g; 0.180 mmol), tetrakis(triphenylphosphine)palladium (0.010 g; 0.009 mmol), sodium carbonate (0.037 g; 0.353 mmol), in dimethoxyethane (3 mL) and water (1 mL), irradiated in a microwave oven at 130° C. for 15 minutes. Flash chromatography on silica gel (eluent 10 to 80% e... The reactants are OCC12CC3CC(CC(C3)C1)C2, [Cl-], ClCCl, Cl, [Mg+2], [Na+], O=S(=O)([O-])[O-], O=S(=O)(O)O. Product: ClCOCC12CC3CC(CC(C3)C1)C2. RXN SMILES: [C:2]12([CH2:12][OH:13])[CH2:3][CH:4]3[CH2:5][CH:6]([CH2:7][CH:8]([CH2:9]1)[CH2:10]3)[CH2:11]2.[Cl-:21].[Cl:27][CH2:28][Cl:29].[ClH:1].[Mg+2:14].[Na+:20].[O-:15][S:16](=[O:17])(=[O:18])[O-:19].[S:22](=[O:23])(=[O:24])([OH:25])[OH:26]>>[C:2]12([CH2:12][O:13][CH2:28][Cl:27])[CH2:3][CH:4]3[CH2:5][CH:6]([CH2:7][CH:8]([CH2:9]1)[CH2:10]3)[CH2:11]2. Solvent: CN(C)C=O (DMF). The product is C(C1=CC=CC=C1)OCC1CC(C1)(C(=O)OC)C(=O)OC (Dimethyl 3-(benzyloxymethyl)cyclobutane-1,1-dicarboxylate). RXN SMILES: [H-].[Na+].[OH:3][CH2:4][CH:5]1[CH2:8][C:7]([C:13]([O:15][CH3:16])=[O:14])([C:9]([O:11][CH3:12])=[O:10])[CH2:6]1.[CH2:17](Br)[C:18]1[CH:23]=[CH:22][CH:21]=[CH:20][CH:19]=1>CN(C=O)C>[CH2:17]([O:3][CH2:4][CH:5]1[CH2:6][C:7]([C:9]([O:11][CH3:12])=[O:10])([C:13]([O:15][CH3:16])=[O:14])[CH2:8]1)[C:18]1[CH:23]=[CH:22][CH:21]=[CH:20][CH:19]=1 |f:0.1|. Reported procedure: Sodium hydride (60% oil dispersion, 2.1 g, 53 mmol) is added in portions to a solution of dimethyl 3-(hydroxymethyl)cyclobutane-1,1-dicarboxylate (51), benzyl bromide, and n-tetrabutylammonium iodide in dry DMF at 25° C. (Step 47). The mixture is stirred for 1 hr at 65° C., poured onto ice and then extracted with ether (2×50 mL). The combined ether extract is washed with water (3×50 mL) and dried over MgSO4. Chromatography on silica gel. Reaction conditions: temperature 65 celsius, time 1 hour. Reactants: [H-].[Na+] (Sodium hydride), OCC1CC(C1)(C(=O)OC)C(=O)OC (dimethyl 3-(hydroxymethyl)cyclobutane-1,1-dicarboxylate), C(C1=CC=CC=C1)Br (benzyl bromide), n-tetrabutylammonium iodide. Reactants: BrC1=CC(=C(C(=O)O)C=C1)F (4-bromo-2-fluorobenzoic acid), C(C)[Mg]Br (ethylmagnesium bromide). Solvent: O1CCCC1 (tetrahydrofuran). Reaction conditions: time 3.5 hour. Yields the product BrC1=CC(=C(C(=O)O)C=C1)CC (4-Bromo-2-ethylbenzoic acid). As a reaction SMILES: [Br:1][C:2]1[CH:10]=[CH:9][C:5]([C:6]([OH:8])=[O:7])=[C:4](F)[CH:3]=1.[CH2:12]([Mg]Br)[CH3:13]>O1CCCC1>[Br:1][C:2]1[CH:10]=[CH:9][C:5]([C:6]([OH:8])=[O:7])=[C:4]([CH2:12][CH3:13])[CH:3]=1. Reported procedure: To a 1 L three neck round-bottom flask, which was purged and maintained with a nitrogen atmosphere, was added 4-bromo-2-fluorobenzoic acid (50.0 g, 228 mmol, 1.00 equiv) in tetrahydrofuran (500 mL). A solution of ethylmagnesium bromide (250 mL, 3 M in THF) was added dropwise at 0° C. The resulting solution was stiffed for 3-4 h at 0° C. The mixture was then carefully quenched by dropwise addition of water at 0° C. After complete quench of the reaction, additional water was added and the pH was a... Starting materials: [N+](=O)([O-])C1=C2C=NN(C2=CC=C1)C1OCCCC1 (4-nitro-1-(tetrahydro-2H-pyran-2-yl)-1H-indazole). Reagents/catalysts: [Pd] (Pd/C). Solvent: CCOC(=O)C (EtOAc). Conditions: time 22 hour. Yields the product O1C(CCCC1)N1N=CC=2C(=CC=CC12)N (1-(tetrahydro-2H-pyran-2-yl)-1H-indazol-4-amine). Yield: 96.7%. As a reaction SMILES: [N+:1]([C:4]1[CH:12]=[CH:11][CH:10]=[C:9]2[C:5]=1[CH:6]=[N:7][N:8]2[CH:13]1[CH2:18][CH2:17][CH2:16][CH2:15][O:14]1)([O-])=O>CCOC(C)=O.[Pd]>[O:14]1[CH2:15][CH2:16][CH2:17][CH2:18][CH:13]1[N:8]1[C:9]2[CH:10]=[CH:11][CH:12]=[C:4]([NH2:1])[C:5]=2[CH:6]=[N:7]1. Procedure details: A solution of 4-nitro-1-(tetrahydro-2H-pyran-2-yl)-1H-indazole (1.05 g, 4247 μmol) in EtOAc (100 mL) was treated with 10% Pd/C (60 mg) and stirred under an atmosphere of H2. The reaction was monitored by LCMS and found to be complete after 22 h. The reaction was filtered and concentrated (caution: tends to foam/bump). The residue was triturated with Et2O to give 1-(tetrahydro-2H-pyran-2-yl)-1H-indazol-4-amine (892 mg, 96.7% yield) as an off-white solid. 1H NMR (400 MHz, d6-DMSO) δ 8.11 (s, 1H); ... Starting materials: CC1=C(C(=CC=C1)C)C(=O)N1CCC(CC1)(N1CCC(CC1)NC1=CC=CC=C1)C ((2,6-dimethyl-phenyl)-(4′-methyl-4-phenylamino-[1,4′]-bipiperidinyl-1′-yl)-methanone), COC(C1=CC=C(C=C1)CBr)=O (4-bromomethyl-benzoic acid methyl ester), CC1=C(C(=CC=C1)C)C(=O)N1CCC(CC1)(N1CCC(CC1)NC1=CC=CC=C1)C ((2,6-Dimethyl-phenyl)-(4′-methyl-4-phenylamino-[1,4′]bipiperidinyl-1′-yl)-methanone). Product: COC(C1=CC=C(C=C1)CN(C1=CC=CC=C1)C1CCN(CC1)C1(CCN(CC1)C(C1=C(C=CC=C1C)C)=O)C)=O (4-({[1′-(2,6-Dimethyl-benzoyl)-4′-methyl-[1,4′]bipiperidinyl-4-yl]-phenyl-amino}-methyl)-benzoic acid methyl ester). Reaction SMILES: [CH3:1][C:2]1[CH:7]=[CH:6][CH:5]=[C:4]([CH3:8])[C:3]=1[C:9]([N:11]1[CH2:16][CH2:15][C:14]([CH3:30])([N:17]2[CH2:22][CH2:21][CH:20]([NH:23][C:24]3[CH:29]=[CH:28][CH:27]=[CH:26][CH:25]=3)[CH2:19][CH2:18]2)[CH2:13][CH2:12]1)=[O:10].[CH3:31][O:32][C:33](=[O:42])[C:34]1[CH:39]=[CH:38][C:37]([CH2:40]Br)=[CH:36][CH:35]=1>>[CH3:31][O:32][C:33](=[O:42])[C:34]1[CH:39]=[CH:38][C:37]([CH2:40][N:23]([CH:20]2[CH2:21][CH2:22][N:17]([C:14]3([CH3:30])[CH2:15][CH2:16][N:11]([C:9](=[O:10])[C:3]4[C:4]([CH3:8])=[CH:5][CH:6]=[CH:7][C:2]=4[CH3:1])[CH2:12][CH2:13]3)[CH2:18][CH2:19]2)[C:24]2[CH:29]=[CH:28][CH:27]=[CH:26][CH:25]=2)=[CH:36][CH:35]=1. Procedure details: It is prepared from (2,6-dimethyl-phenyl)-(4′-methyl-4-phenylamino-[1,4′]-bipiperidinyl-1′-yl)-methanone and 4-bromomethyl-benzoic acid methyl ester using a procedure as described for Example 52 of PCT/EP02/03871. MS/ESI 554 [M+H]+. (2,6-Dimethyl-phenyl)-(4′-methyl-4-phenylamino-[1,4′]bipiperidinyl-1′-yl)-methanone used as starting material may be prepared using a procedure similar to that described in Example 51a-e of PCT/EP02/03871. MS/ESI 406 [M+H]+